From a dataset of the Open Reaction Database (ORD), a public repository of structured organic reaction records. describe an organic reaction: reactants, conditions, products, and yield The reactants are C(C)(=O)SC1C(C(N1C(C(=O)O)C(=C)C)=O)N1C(C=2C(C1=O)=CC=CC2)=O (α-[4-acetylthio-3-phthalimido-2-oxo-azetidin-1-yl]-α-isopropenyl acetic acid), O=[O+][O-] (ozone), potassium iodide starch. Run in CO (methanol). Yields the product C(C)(=O)SC1C(C(N1C(C(=O)O)C(C)=O)=O)N1C(C=2C(C1=O)=CC=CC2)=O (α-[4-acetylthio-3-phthalimido-2-oxoazetidin-1-yl]-α-acetyl-acetic acid). Isolated yield 63.0%. RXN SMILES: [C:1]([S:4][CH:5]1[N:8]([CH:9]([C:13]([CH3:15])=C)[C:10]([OH:12])=[O:11])[C:7](=[O:16])[CH:6]1[N:17]1[C:21](=[O:22])[C:20]2=[CH:23][CH:24]=[CH:25][CH:26]=[C:19]2[C:18]1=[O:27])(=[O:3])[CH3:2].[O:28]=[O+][O-]>CO>[C:1]([S:4][CH:5]1[N:8]([CH:9]([C:13](=[O:28])[CH3:15])[C:10]([OH:12])=[O:11])[C:7](=[O:16])[CH:6]1[N:17]1[C:18](=[O:27])[C:19]2=[CH:26][CH:25]=[CH:24][CH:23]=[C:20]2[C:21]1=[O:22])(=[O:3])[CH3:2]. Procedure details: To a solution of α-[4-acetylthio-3-phthalimido-2-oxo-azetidin-1-yl]-α-isopropenyl acetic acid (100 mg) in methanol (10 ml) at 0° C. is introduced excess ozone. After the gas at the outlet makes a potassium iodide starch paper coloured, the reaction mixture is bubbled with sulfur dioxide gas. The reaction mixture is concentrated, and the obtained residue is dissolved in aqueous solution of sodium hydrogen carbonate, washed with ether, neutralized with hydrochloric acid, and extracted with methyle... Starting materials: C(C)OC(=O)C1(CC1)C1=CC=C(C=C1)C1=CC=C(C=C1)C1=C(C(=NO1)C)CBr (1-[4′-(4-bromomethyl-3-methyl-isoxazol-5-yl)-biphenyl-4-yl]-cyclopropanecarboxylic acid ethyl ester), C1(=CC=CC=C1)C1=NN=C(O1)N (5-phenyl-[1,3,4]oxadiazol-2-ylamine). The product is C(C)OC(=O)C1(CC1)C1=CC=C(C=C1)C1=CC=C(C=C1)C1=C(C(=NO1)C)CN1C(OC(=N1)C1=CC=CC=C1)=N (1-{4′-[4-(2-Imino-5-phenyl-[1,3,4]oxadiazol-3-ylmethyl)-3-methyl-isoxazol-5-yl]-biphenyl-4-yl}-cyclopropanecarboxylic acid ethyl ester). Reaction SMILES: [CH2:1]([O:3][C:4]([C:6]1([C:9]2[CH:14]=[CH:13][C:12]([C:15]3[CH:20]=[CH:19][C:18]([C:21]4[O:25][N:24]=[C:23]([CH3:26])[C:22]=4[CH2:27]Br)=[CH:17][CH:16]=3)=[CH:11][CH:10]=2)[CH2:8][CH2:7]1)=[O:5])[CH3:2].[C:29]1([C:35]2[O:39][C:38]([NH2:40])=[N:37][N:36]=2)[CH:34]=[CH:33][CH:32]=[CH:31][CH:30]=1>>[CH2:1]([O:3][C:4]([C:6]1([C:9]2[CH:14]=[CH:13][C:12]([C:15]3[CH:20]=[CH:19][C:18]([C:21]4[O:25][N:24]=[C:23]([CH3:26])[C:22]=4[CH2:27][N:37]4[N:36]=[C:35]([C:29]5[CH:34]=[CH:33][CH:32]=[CH:31][CH:30]=5)[O:39][C:38]4=[NH:40])=[CH:17][CH:16]=3)=[CH:11][CH:10]=2)[CH2:8][CH2:7]1)=[O:5])[CH3:2]. Procedure: Prepared according to the procedure described in Example 5, Step 3, using 1-[4′-(4-bromomethyl-3-methyl-isoxazol-5-yl)-biphenyl-4-yl]-cyclopropanecarboxylic acid ethyl ester and 5-phenyl-[1,3,4]oxadiazol-2-ylamine. Reactants: C(C)(C)(C)ON=O (tert-butylnitrite), II (iodine), ClC1=CC=C(C=C1)C=1N=CC(=NC1)N (5-(4-chloro-phenyl)-pyrazin-2-ylamine), [O-]S(=O)(=S)[O-].[Na+].[Na+] (Na2S2O3). Run in C(Cl)(Cl)(Cl)Cl (CCl4), C(Cl)Cl (DCM), O (water). Reaction conditions: time 8 hour. Yields the product ClC1=CC=C(C=C1)C1=NC=C(N=C1)I (2-(4-chloro-phenyl)-5-iodo-pyrazine). RXN SMILES: C(ON=O)(C)(C)C.[I:8]I.[Cl:10][C:11]1[CH:16]=[CH:15][C:14]([C:17]2[N:18]=[CH:19][C:20](N)=[N:21][CH:22]=2)=[CH:13][CH:12]=1.[O-]S([O-])(=S)=O.[Na+].[Na+]>C(Cl)(Cl)(Cl)Cl.C(Cl)Cl.O>[Cl:10][C:11]1[CH:16]=[CH:15][C:14]([C:17]2[CH:22]=[N:21][C:20]([I:8])=[CH:19][N:18]=2)=[CH:13][CH:12]=1 |f:3.4.5|. Reported procedure: With the exclusion of light, 4.9 mL (40.0 mmol) tert-butylnitrite and 7.6 g (30 mmol) iodine are added to a solution of 4.8 g (23.3 mmol) 5-(4-chloro-phenyl)-pyrazin-2-ylamine in 100 mL CCl4 and 50 mL DCM and the reaction mixture is stirred overnight at RT. It is combined with 100 mL water and 50 mL 10% Na2S2O3 solution, the organic phase is separated off, washed again with 50 mL 10% Na2S2O3 solution and twice with 50 mL water and dried over MgSO4. It is filtered through activated charcoal, evap... Reactants: CN1CCCC1=O, Cc1c(NC(=O)C(C)(C)C)ccc(Cl)c1C(F)(F)F, N#C[Cu], O. The product is Cc1c(NC(=O)C(C)(C)C)ccc(C#N)c1C(F)(F)F. As a reaction SMILES: [CH3:24][N:25]1[CH2:26][CH2:27][CH2:28][C:29]1=[O:30].[Cl:1][c:2]1[c:3]([C:16]([F:17])([F:18])[F:19])[c:4]([CH3:15])[c:5]([NH:8][C:9]([C:10]([CH3:11])([CH3:12])[CH3:13])=[O:14])[cH:6][cH:7]1.[Cu:20][C:21]#[N:22].[OH2:23]>>[c:2]1([C:21]#[N:22])[c:3]([C:16]([F:17])([F:18])[F:19])[c:4]([CH3:15])[c:5]([NH:8][C:9]([C:10]([CH3:11])([CH3:12])[CH3:13])=[O:14])[cH:6][cH:7]1.